From a dataset of the Open Reaction Database (ORD), a public repository of structured organic reaction records. describe an organic reaction: reactants, conditions, products, and yield Reactants: O=C([O-])O, ClCCl, [Na+], O, OCCn1cnc2ccccc21, O=S(Cl)Cl. The product is ClCCn1cnc2ccccc21. Reaction SMILES: [C:18](=[O:19])([OH:20])[O-:21].[CH2:23]([Cl:24])[Cl:25].[Na+:22].[OH2:17].[OH:1][CH2:2][CH2:3][n:4]1[cH:5][n:6][c:7]2[c:8]1[cH:9][cH:10][cH:11][cH:12]2.[S:13]([Cl:14])([Cl:15])=[O:16]>>[CH2:2]([CH2:3][n:4]1[cH:5][n:6][c:7]2[c:8]1[cH:9][cH:10][cH:11][cH:12]2)[Cl:15]. Starting materials: CCOc1cc(CN(c2ccc(C#N)cc2)c2nc(Br)cn2C(c2ccccc2)(c2ccccc2)c2ccccc2)c(F)c(OC(C)C)c1, CS(C)=O, NO, O. Product: CCOc1cc(CN(c2ccc(C(N)=NO)cc2)c2nc(Br)cn2C(c2ccccc2)(c2ccccc2)c2ccccc2)c(F)c(OC(C)C)c1. Reaction SMILES: [Br:1][c:2]1[n:3][c:4]([N:26]([c:27]2[cH:28][cH:29][c:30]([C:31]#[N:32])[cH:33][cH:34]2)[CH2:35][c:36]2[c:37]([F:49])[c:38]([O:45][CH:46]([CH3:47])[CH3:48])[cH:39][c:40]([O:42][CH2:43][CH3:44])[cH:41]2)[n:5]([C:7]([c:8]2[cH:9][cH:10][cH:11][cH:12][cH:13]2)([c:14]2[cH:15][cH:16][cH:17][cH:18][cH:19]2)[c:20]2[cH:21][cH:22][cH:23][cH:24][cH:25]2)[cH:6]1.[CH3:53][S:54]([CH3:55])=[O:56].[NH2:51][OH:52].[OH2:50]>>[Br:1][c:2]1[n:3][c:4]([N:26]([c:27]2[cH:28][cH:29][c:30]([C:31](=[N:32][OH:50])[NH2:51])[cH:33][cH:34]2)[CH2:35][c:36]2[c:37]([F:49])[c:38]([O:45][CH:46]([CH3:47])[CH3:48])[cH:39][c:40]([O:42][CH2:43][CH3:44])[cH:41]2)[n:5]([C:7]([c:8]2[cH:9][cH:10][cH:11][cH:12][cH:13]2)([c:14]2[cH:15][cH:16][cH:17][cH:18][cH:19]2)[c:20]2[cH:21][cH:22][cH:23][cH:24][cH:25]2)[cH:6]1. The reactants are CC(CCC(C)=O)=O (2,5-hexanedione), NC1=NC=C(C=C1)Br (2-amino-5-bromopyridine). The reagents and catalysts are C1(=CC=C(C=C1)S(=O)(=O)O)C (para-Toluene sulfonic acid). The product is BrC=1C=CC(=NC1)N1C(=CC=C1C)C (5-Bromo-2-(2,5-dimethyl-pyrrol-1-yl)-pyridine). Isolated yield 74.7%. As a reaction SMILES: [CH3:1][C:2](=O)[CH2:3][CH2:4][C:5](=O)[CH3:6].[NH2:9][C:10]1[CH:15]=[CH:14][C:13]([Br:16])=[CH:12][N:11]=1>C1(C)C=CC(S(O)(=O)=O)=CC=1>[Br:16][C:13]1[CH:14]=[CH:15][C:10]([N:9]2[C:2]([CH3:1])=[CH:3][CH:4]=[C:5]2[CH3:6])=[N:11][CH:12]=1. Procedure details: 2,5-hexanedione (46.2 g, 0.41 mol) was added to a suspension of 2-amino-5-bromopyridine (50.0 g, 0.29 mol) and the reaction heated to reflux for 24 hours under Dean and Stark conditions. para-Toluene sulfonic acid (100 mg) was added and the reaction was refluxed for a further 18 hours. 8 ml of water were removed, so the reaction was cooled to room temperature, washed with water (100 ml) and passed through a plug of silica gel, eluting with toluene. The eluent was concentrated in vacuo and the re... Starting materials: C(C)OC(=O)C1=CN=C(N(C1=O)C1=CC=CC=C1)C1=CC=CC=C1 (1,6-dihydro-6-oxo-1,2-diphenyl-5-pyrimidinecarboxylic acid ethyl ester), C(C)OC(=O)C1=CN=C(N(C1=O)C1=CC=CC=C1)C1=CC=CC=C1 (1,6-dihydro-6-oxo-1,2-diphenyl-5-pyrimidinecarboxylic acid ethyl ester), [I-].[Li+] (lithium iodide). Solvent: N1=CC=CC=C1 (pyridine). Conditions: time 24 hour. The product is O=C1C(=CN=C(N1C1=CC=CC=C1)C1=CC=CC=C1)C(=O)O (1,6-dihydro-6-oxo-1,2-diphenyl-5-pyrimidinecarboxylic acid). The yield is 66.7%. Reaction SMILES: C([O:3][C:4]([C:6]1[C:11](=[O:12])[N:10]([C:13]2[CH:18]=[CH:17][CH:16]=[CH:15][CH:14]=2)[C:9]([C:19]2[CH:24]=[CH:23][CH:22]=[CH:21][CH:20]=2)=[N:8][CH:7]=1)=[O:5])C.[I-].[Li+]>N1C=CC=CC=1>[O:12]=[C:11]1[N:10]([C:13]2[CH:18]=[CH:17][CH:16]=[CH:15][CH:14]=2)[C:9]([C:19]2[CH:20]=[CH:21][CH:22]=[CH:23][CH:24]=2)=[N:8][CH:7]=[C:6]1[C:4]([OH:5])=[O:3] |f:1.2|. Reported procedure: To a stirred solution of 1,6-dihydro-6-oxo-1,2-diphenyl-5-pyrimidinecarboxylic acid ethyl ester (i.e. Step B product (A)) (2.30 g, 7.18 mmol) in pyridine (15 mL) was added lithium iodide (2.46 g, 18.0 mmol). The reaction mixture was heated to reflux with stirring for 24 h. The reaction mixture was concentrated under reduced pressure. To the resulting residue was added water (10 mL) followed by 1 N hydrochloric acid until the pH was 7. The solution was filtered though Celite® diatomaceous filter ... Run at time 24 hour. The product is C(C)(=O)OC1C(OC2=C1C=CC=C2Br)(C)C (3-acetoxy-7-bromo-2,3-dihydro-2,2-dimethylbenzofuran). The solvent is CN(C=O)C (N,N-dimethylformamide). Procedure: A mixture of 7.6 grams (0.025 mole) of 3,7-dibromo-2,3-dihydro-2,2-dimethylbenzofuran and 11.3 grams (0.115 mole) of powdered potassium acetate in 125 mL of dry N,N-dimethylformamide is stirred at ambient temperature for about 24 hours. After this time, the reaction mixture is concentrated under reduced pressure to a residue. The residue is poured into about 350 mL of water and the mixture is extracted with diethyl ether. The ether extract is concentrated under reduced pressure, yielding 3-aceto... The reactants are BrC1C(OC2=C1C=CC=C2Br)(C)C (3,7-dibromo-2,3-dihydro-2,2-dimethylbenzofuran), C(C)(=O)[O-].[K+] (potassium acetate). RXN SMILES: Br[CH:2]1[C:6]2[CH:7]=[CH:8][CH:9]=[C:10]([Br:11])[C:5]=2[O:4][C:3]1([CH3:13])[CH3:12].[C:14]([O-:17])(=[O:16])[CH3:15].[K+]>CN(C)C=O>[C:14]([O:17][CH:2]1[C:6]2[CH:7]=[CH:8][CH:9]=[C:10]([Br:11])[C:5]=2[O:4][C:3]1([CH3:13])[CH3:12])(=[O:16])[CH3:15] |f:1.2|.